From a dataset of the Open Reaction Database (ORD), a public repository of structured organic reaction records. describe an organic reaction: reactants, conditions, products, and yield Reactants: C1(CC1)C(=CC(=O)OCC)C1=CC(=NC=C1)OC (ethyl 3-cyclopropyl-3-(2-methoxypyridin-4-yl)acrylate). The reagents and catalysts are [Zn] (zinc). Run in C(C)(=O)O (acetic acid). Conditions: time 5 minute. Yields the product C1(CC1)C(CC(=O)OCC)C1=CC(=NC=C1)OC (ethyl 3-cyclopropyl-3-(2-methoxypyridin-4-yl)propanoate). Reaction SMILES: [CH:1]1([C:4]([C:11]2[CH:16]=[CH:15][N:14]=[C:13]([O:17][CH3:18])[CH:12]=2)=[CH:5][C:6]([O:8][CH2:9][CH3:10])=[O:7])[CH2:3][CH2:2]1>C(O)(=O)C.[Zn]>[CH:1]1([CH:4]([C:11]2[CH:16]=[CH:15][N:14]=[C:13]([O:17][CH3:18])[CH:12]=2)[CH2:5][C:6]([O:8][CH2:9][CH3:10])=[O:7])[CH2:2][CH2:3]1. Procedure: To a solution of ethyl 3-cyclopropyl-3-(2-methoxypyridin-4-yl)acrylate in acetic acid (100 mL) was added a zinc powder (16.3 g), and the mixture was stirred at room temperature for 5 min. The reaction mixture was filtered, and the solvent in the filtrate was evaporated under reduced pressure. The residue was purified by silica gel column chromatography (NH, ethyl acetate/hexane) to give the title compound (4.17 g) as a pale-yellow oil. Reactants: CCOC(=O)c1cnc2cc(CC)ccc2c1O, CC(=O)O, [Na+], [OH-]. Product: CCc1ccc2c(O)c(C(=O)O)cnc2c1. RXN SMILES: [CH2:1]([CH3:2])[c:3]1[cH:4][cH:5][c:6]2[c:7]([OH:18])[c:8]([C:13](=[O:14])[O:15][CH2:16][CH3:17])[cH:9][n:10][c:11]2[cH:12]1.[CH3:21][C:22](=[O:23])[OH:24].[Na+:20].[OH-:19]>>[CH2:1]([CH3:2])[c:3]1[cH:4][cH:5][c:6]2[c:7]([OH:18])[c:8]([C:13](=[O:14])[OH:15])[cH:9][n:10][c:11]2[cH:12]1.